Dataset: the Open Reaction Database (ORD), a public repository of structured organic reaction records. Task: describe an organic reaction: reactants, conditions, products, and yield Reactants: 1,3-dicyclohexylcarboimide, C1=CC=C2C(=C1)N=NN2O.O (1-hydroxybenzotriazolehydrate), C(C)(C)(C)OC(=O)N[C@@H](C)C(=O)O (N-(t-butoxycarbonyl)-L-alanine), C1(=CC=CC=C1)[C@@H]1NC(N(C1)S(=O)(=O)C=1C=C2CCN(C2=CC1)C(C1=CC=C(C=C1)N)=O)=O ((S)-(+)-4-phenyl-1-[N-(4-aminobenzoyl)-indoline-5 -sulfonyl]-4,5-dihydro-2-imidazolone). Reagents/catalysts: CN(C1=CC=NC=C1)C (4-dimethylaminopyridine). Run in O1CCCC1 (tetrahydrofuran). Reaction conditions: time 5 minute. Product: C1(=CC=CC=C1)[C@@H]1NC(N(C1)S(=O)(=O)C=1C=C2CCN(C2=CC1)C(C1=C(C=C(C=C1)C(C(C)NC(=O)OC(C)(C)C)=O)N)=O)=O ((S)-(+)-4-phenyl-1-[N-{4-(2-t-butoxycarbonylaminopropanoyl)-aminobenzoyl}indoline-5-sulfonyl]-4,5-dihydro-2-imidazolone). Yield: 100.1%. RXN SMILES: [CH:1]1[CH:6]=[C:5]2[N:7]=NN(O)[C:4]2=[CH:3][CH:2]=1.O.[C:12]([O:16][C:17]([NH:19][C@H:20]([C:22]([OH:24])=O)[CH3:21])=[O:18])([CH3:15])([CH3:14])[CH3:13].[C:25]1([C@H:31]2[CH2:35][N:34]([S:36]([C:39]3[CH:40]=[C:41]4[C:45](=[CH:46][CH:47]=3)[N:44]([C:48](=[O:56])C3C=CC(N)=CC=3)[CH2:43][CH2:42]4)(=[O:38])=[O:37])[C:33](=[O:57])[NH:32]2)[CH:30]=[CH:29][CH:28]=[CH:27][CH:26]=1>CN(C)C1C=CN=CC=1.O1CCCC1>[C:25]1([C@H:31]2[CH2:35][N:34]([S:36]([C:39]3[CH:40]=[C:41]4[C:45](=[CH:46][CH:47]=3)[N:44]([C:48](=[O:56])[C:4]3[CH:3]=[CH:2][C:1]([C:22](=[O:24])[CH:20]([NH:19][C:17]([O:16][C:12]([CH3:13])([CH3:14])[CH3:15])=[O:18])[CH3:21])=[CH:6][C:5]=3[NH2:7])[CH2:43][CH2:42]4)(=[O:38])=[O:37])[C:33](=[O:57])[NH:32]2)[CH:26]=[CH:27][CH:28]=[CH:29][CH:30]=1 |f:0.1|. Reported procedure: To a solution of 1,3-dicyclohexylcarboimide (483 mg, 2.15 mmol) and 1-hydroxybenzotriazolehydrate (291 mg 2.15 mmol) in 10 m of tetrahydrofuran were added N-(t-butoxycarbonyl)-L-alanine (352 mg, 1.86 mmol) and 4-dimethylaminopyridine (50 mg, 0.41 mmol) in order. The reaction mixture was stirred at room temperature for 5 min. Then, (S)-(+)-4-phenyl-1-[N-(4-aminobenzoyl)-indoline-5 -sulfonyl]-4,5-dihydro-2-imidazolone (200 mg, 0.41 mmol) prepared in Example 65 was added thereto and the whole mixtu... The reactants are ClC1=NC(=NC=C1)C=O (4-chloropyrimidine-2-carbaldehyde), N1CC(OCC1)CCO (2-morpholin-2-ylethanol). The product is ClC1=NC(=NC=C1)CN1CC(OCC1)CCO (2-{4-[(4-Chloropyrimidin-2-yl)methyl]morpholin-2-yl}ethanol). RXN SMILES: [Cl:1][C:2]1[CH:7]=[CH:6][N:5]=[C:4]([CH:8]=O)[N:3]=1.[NH:10]1[CH2:15][CH2:14][O:13][CH:12]([CH2:16][CH2:17][OH:18])[CH2:11]1>>[Cl:1][C:2]1[CH:7]=[CH:6][N:5]=[C:4]([CH2:8][N:10]2[CH2:15][CH2:14][O:13][CH:12]([CH2:16][CH2:17][OH:18])[CH2:11]2)[N:3]=1. Reported procedure: The title compound was prepared as described in Example 106, Step 1 with 4-chloropyrimidine-2-carbaldehyde (110 mg, 0.84 mmol) and 2-morpholin-2-ylethanol (100 mg, 0.70 mmol) as starting materials.